Dataset: the Open Reaction Database (ORD), a public repository of structured organic reaction records. Task: describe an organic reaction: reactants, conditions, products, and yield Reactants: C(C1=CC=CC=C1)(C1=CC=CC=C1)(C1=CC=CC=C1)NC=1SC=C(N1)C(C(=O)NC1C2CSC(=C(N2C1=O)C(=O)OC(C)(C)C)CO)=NOC (1,1-dimethylethyl 7-[2-(2-tritylaminothiazol-4-yl)-2-methoxyimino-acetamido]-8-oxo-3-hydroxymethyl-4-thia-1-azabicyclo[4,2,0]oct-2-ene-2-carboxylate), S(=O)(=O)(C1=CC=C(C)C=C1)Cl (tosyl chloride), Cl (hydrochloric acid). The reagents and catalysts are CN(C1=CC=NC=C1)C (4-dimethylamino-pyridine). The solvent is ClCCl (dichloromethane), ClCCl (dichloromethane). Run at time 1 hour. Yields the product C(C1=CC=CC=C1)(C1=CC=CC=C1)(C1=CC=CC=C1)NC=1SC=C(N1)C(C(=O)NC1C2CSC(=C(N2C1=O)C(=O)OC(C)(C)C)CCl)=NOC (1,1-dimethylethyl 7-[2-(2-tritylaminothiazol-4-yl)-2-methoxyimino-acetamido]-8-oxo-3-chloromethyl-4-thia-1-azabicyclo[4,2,0]oct-2-ene-2-carboxylate). Isolated yield 38.3%. As a reaction SMILES: [C:1]([NH:20][C:21]1[S:22][CH:23]=[C:24]([C:26](=[N:48][O:49][CH3:50])[C:27]([NH:29][CH:30]2[C:37](=[O:38])[N:36]3[CH:31]2[CH2:32][S:33][C:34]([CH2:46]O)=[C:35]3[C:39]([O:41][C:42]([CH3:45])([CH3:44])[CH3:43])=[O:40])=[O:28])[N:25]=1)([C:14]1[CH:19]=[CH:18][CH:17]=[CH:16][CH:15]=1)([C:8]1[CH:13]=[CH:12][CH:11]=[CH:10][CH:9]=1)[C:2]1[CH:7]=[CH:6][CH:5]=[CH:4][CH:3]=1.S([Cl:61])(C1C=CC(C)=CC=1)(=O)=O.Cl>ClCCl.CN(C)C1C=CN=CC=1>[C:1]([NH:20][C:21]1[S:22][CH:23]=[C:24]([C:26](=[N:48][O:49][CH3:50])[C:27]([NH:29][CH:30]2[C:37](=[O:38])[N:36]3[CH:31]2[CH2:32][S:33][C:34]([CH2:46][Cl:61])=[C:35]3[C:39]([O:41][C:42]([CH3:45])([CH3:44])[CH3:43])=[O:40])=[O:28])[N:25]=1)([C:14]1[CH:19]=[CH:18][CH:17]=[CH:16][CH:15]=1)([C:8]1[CH:13]=[CH:12][CH:11]=[CH:10][CH:9]=1)[C:2]1[CH:7]=[CH:6][CH:5]=[CH:4][CH:3]=1. Reported procedure: 623 mg of the alcohol of Step F were dissolved in 8 ml of dichloromethane with 834 mg of tosyl chloride and a solution of 534 mg of 4-dimethylamino-pyridine and 5 ml of dichloromethane was introduced over 20 minutes. After 1 hour of stirring, 2.2 ml of N hydrochloric acid were added with stirring and the decanted organic phase was dried and distilled under reduced pressure. The residue was chromatographed on silica and eluted with dichloromethane ethyl acetate (9-1) and crystallized from ether t... The reactants are Cl.NO (hydroxylamine hydrochloride), [OH-].[Na+] (sodium hydroxide), ClC=1C=C(C=CC1)C(=CC1=NC=NC=C1)O (1-(3-chlorophenyl)-2-(4-pyrimidinyl)ethenol). Run in CO (methanol). Yields the product ClC=1C=C(C=CC1)C(CC1=NC=NC=C1)=NO (1-(3-chlorophenyl)-2-(4-pyrimidinyl)ethanone oxime). Yield: 67.8%. Reaction SMILES: [Cl:1][C:2]1[CH:3]=[C:4]([C:8](O)=[CH:9][C:10]2[CH:15]=[CH:14][N:13]=[CH:12][N:11]=2)[CH:5]=[CH:6][CH:7]=1.Cl.[NH2:18][OH:19].[OH-].[Na+]>CO>[Cl:1][C:2]1[CH:3]=[C:4]([C:8](=[N:18][OH:19])[CH2:9][C:10]2[CH:15]=[CH:14][N:13]=[CH:12][N:11]=2)[CH:5]=[CH:6][CH:7]=1 |f:1.2,3.4|. Procedure details: To a suspension of 1-(3-chlorophenyl)-2-(4-pyrimidinyl)ethenol (9.0 g, 38.7 mmol) in methanol (100 mL) was added hydroxylamine hydrochloride (11.5 g, 165 mmol) and sodium hydroxide (60 mL, 2.8 M in water, 166 mmol). The reaction mixture was refluxed 4 hours. After cooling, the excess methanol was removed in vacuo. Ice water (˜300 mL) was added to the resultant mixture and the ice was allowed to melt. The aqueous mixture was extracted with ethyl acetate. The organic layer was washed with water an... Starting materials: ClCCl, Cc1ccc(S(=O)(=O)O)cc1, [Cl-], NCCNc1nc(Cl)nc2c1ncn2C1CCCC1, O. The product is Cc1ccc(S(=O)(=O)NCCNc2nc(Cl)nc3c2ncn3C2CCCC2)cc1. Reaction SMILES: [CH2:20]([Cl:21])[Cl:22].[CH3:24][c:25]1[cH:26][cH:27][c:28]([S:31](=[O:32])(=[O:33])[OH:34])[cH:29][cH:30]1.[Cl-:23].[NH2:1][CH2:2][CH2:3][NH:4][c:5]1[c:6]2[n:7][cH:8][n:9]([CH:15]3[CH2:16][CH2:17][CH2:18][CH2:19]3)[c:10]2[n:11][c:12]([Cl:14])[n:13]1.[OH2:35]>>[NH:1]([CH2:2][CH2:3][NH:4][c:5]1[c:6]2[n:7][cH:8][n:9]([CH:15]3[CH2:16][CH2:17][CH2:18][CH2:19]3)[c:10]2[n:11][c:12]([Cl:14])[n:13]1)[S:31]([c:28]1[cH:27][cH:26][c:25]([CH3:24])[cH:30][cH:29]1)(=[O:32])=[O:33]. Yields the product ClC1=C(CNC=2C3=C(N=C(N2)N2CCNCC2)N=CC=C3)C=CC(=C1)Cl ((2,4-Dichloro-benzyl)-(2-piperazin-1-yl-pyrido[2,3-d]pyrimidin-4-yl)-amine). Yield: 99.9%. RXN SMILES: [C:1]([N:8]1[CH2:13][CH2:12][NH:11][CH2:10][CH2:9]1)(OC(C)(C)C)=O.ClC1[N:16]=[C:17]([NH:25][CH2:26][C:27]2[CH:32]=[CH:31][C:30]([Cl:33])=[CH:29][C:28]=2[Cl:34])[C:18]2[CH:24]=[CH:23][CH:22]=[N:21][C:19]=2[N:20]=1.C(N(CC)C(C)C)(C)C>C(O)CCC>[Cl:34][C:28]1[CH:29]=[C:30]([Cl:33])[CH:31]=[CH:32][C:27]=1[CH2:26][NH:25][C:17]1[C:18]2[CH:24]=[CH:23][CH:22]=[N:21][C:19]=2[N:20]=[C:1]([N:8]2[CH2:9][CH2:10][NH:11][CH2:12][CH2:13]2)[N:16]=1. Solvent: C(CCC)O (n-butanol). Run at time 10 hour. The reactants are C(=O)(OC(C)(C)C)N1CCNCC1 (Boc-piperazine), ClC=1N=C(C2=C(N1)N=CC=C2)NCC2=C(C=C(C=C2)Cl)Cl ((2-Chloro-pyrido[2,3-d]pyrimidin-4-yl)-(2,4-dichloro-benzyl)-amine), C(C)(C)N(C(C)C)CC (N,N-diisopropylethylamine). Procedure details: Boc-piperazine (122 mg, 0.65 mmol) was added to the solution of (2-Chloro-pyrido[2,3-d]pyrimidin-4-yl)-(2,4-dichloro-benzyl)-amine(185 mg, 0.54 mmol) and N,N-diisopropylethylamine (145 μL, 0.82 mmol) in n-butanol (2 mL). The reaction mixture was stirred at 85° for 10 h. All starting material was consumed as seen on HPLC. The reaction mixture was concentrated at room temperature under vacuo. The resulting residue was suspended in 2 mL of TFA-CH2Cl2 (1:1) mixture and stirred at room temperature fo... Reactants: FC1=C(COC(=O)N2[C@@H](CN(CC2)C(=O)OC(C)(C)C)CC)C=C(C=C1)O ((R)-2-ethyl-piperazine-1,4-dicarboxylic acid 4-tert-butyl ester 1-(2-fluoro-5-hydroxy-benzyl) ester), COCCCOS(=O)(=O)C1=CC=C(C=C1)C (toluene-4-sulfonic acid 3-methoxy-propyl ester). The product is FC1=C(COC(=O)N2[C@@H](CN(CC2)C(=O)OC(C)(C)C)CC)C=C(C=C1)OCCCOC ((R)-2-Ethyl-piperazine-1,4-dicarboxylic acid 4-tert-butyl ester 1-[2-fluoro-5-(3-methoxy-propoxy)-benzyl]ester). Yield: 94.0%. Reaction SMILES: [F:1][C:2]1[CH:26]=[CH:25][C:24]([OH:27])=[CH:23][C:3]=1[CH2:4][O:5][C:6]([N:8]1[CH2:13][CH2:12][N:11]([C:14]([O:16][C:17]([CH3:20])([CH3:19])[CH3:18])=[O:15])[CH2:10][C@H:9]1[CH2:21][CH3:22])=[O:7].[CH3:28][O:29][CH2:30][CH2:31][CH2:32]OS(C1C=CC(C)=CC=1)(=O)=O>>[F:1][C:2]1[CH:26]=[CH:25][C:24]([O:27][CH2:32][CH2:31][CH2:30][O:29][CH3:28])=[CH:23][C:3]=1[CH2:4][O:5][C:6]([N:8]1[CH2:13][CH2:12][N:11]([C:14]([O:16][C:17]([CH3:20])([CH3:19])[CH3:18])=[O:15])[CH2:10][C@H:9]1[CH2:21][CH3:22])=[O:7]. Procedure: This compound was prepared from (R)-2-ethyl-piperazine-1,4-dicarboxylic acid 4-tert-butyl ester 1-(2-fluoro-5-hydroxy-benzyl) ester and toluene-4-sulfonic acid 3-methoxy-propyl ester according to the procedure described in Example 187 to give the product as a colorless oil (342 mg; 94%); MS (ISP): 472.4 (M+NH4)+.